Dataset: the Open Reaction Database (ORD), a public repository of structured organic reaction records. Task: describe an organic reaction: reactants, conditions, products, and yield Reactants: CN, CCO, CC(=O)CCn1ccnc1, O=[Pt]. The product is CNC(C)CCn1ccnc1. Reaction SMILES: [CH3:11][NH2:12].[CH3:15][CH2:16][OH:17].[O:1]=[C:2]([CH2:3][CH2:4][n:5]1[cH:6][n:7][cH:8][cH:9]1)[CH3:10].[Pt:13]=[O:14]>>[CH:2]([CH2:3][CH2:4][n:5]1[cH:6][n:7][cH:8][cH:9]1)([CH3:10])[NH:12][CH3:11]. Starting materials: BrC1=CC(=C(C=C1)O)N(CCO)CCO (4-Bromo-2-bis(2-hydroxyethyl)aminophenol), C([O-])([O-])=O.[Na+].[Na+] (sodium carbonate). The solvent is S(O)(O)(=O)=O (sulphuric acid). Conditions: temperature 160 celsius. Yields the product BrC1=CC(=C(C=C1)O)N1CCOCC1 (4-bromo-2-morpholinophenol). As a reaction SMILES: [Br:1][C:2]1[CH:7]=[CH:6][C:5]([OH:8])=[C:4]([N:9]([CH2:13][CH2:14][OH:15])[CH2:10][CH2:11]O)[CH:3]=1.C(=O)([O-])[O-].[Na+].[Na+]>S(=O)(=O)(O)O>[Br:1][C:2]1[CH:7]=[CH:6][C:5]([OH:8])=[C:4]([N:9]2[CH2:10][CH2:11][O:15][CH2:14][CH2:13]2)[CH:3]=1 |f:1.2.3|. Procedure: 4-Bromo-2-bis(2-hydroxyethyl)aminophenol (2.5g) was dissolved in 70% sulphuric acid (25 ml) and the solution heated to 160° C for three hours, allowed to cool, then neutralised with saturated sodium carbonate solution. Extraction with ether and evaporation of the extracts gave crude 4-bromo-2-morpholinophenol which was crystallised from ether gave the pure phenol (1.4g, 60%, m.p. 128° C).